Dataset: the Open Reaction Database (ORD), a public repository of structured organic reaction records. Task: describe an organic reaction: reactants, conditions, products, and yield Reaction SMILES: C(Cl)(Cl)Cl.[C:5]([O-:8])(=O)[CH3:6].[C:9]([O-:12])(=O)[CH3:10].C([O-])(=O)C.[Cl:17][C:18]1[CH:31]=[CH:30][C:21]([C:22]2[CH:27]=[C:26]([CH3:28])[C:25]([Pb+3])=[CH:24][CH:23]=2)=[CH:20][CH:19]=1.Cl.[C:33]1(C)[CH:38]=CC=[CH:35][CH:34]=1>CN(C)C1C=CN=CC=1>[Cl:17][C:18]1[CH:31]=[CH:30][C:21]([C:22]2[CH:27]=[C:26]([CH3:28])[C:25]([CH:6]3[C:5](=[O:8])[CH:34]4[CH2:35][CH:10]([CH2:38][CH2:33]4)[C:9]3=[O:12])=[CH:24][CH:23]=2)=[CH:20][CH:19]=1 |f:1.2.3.4|. The reagents and catalysts are CN(C1=CC=NC=C1)C (4-dimethylaminopyridine). Reaction conditions: temperature 80 celsius. Procedure details: Bicyclo[3.2.1]-2,4-dione (0.20 g, 1.44 mmol) and 4-dimethylaminopyridine (0.88 g, 7.21_mmol) are added to a mixture of chloroform (4 ml) and toluene (1 ml), and the reaction mixture is flushed with nitrogen for 15 minutes at ambient temperature. 4′-Chloro-3-methylbiphen-4-yllead triacetate (0.95 g, 1.6 mmol) is added in one portion and the reaction mixture is stirred and heated to 80° C. under an atmosphere of nitrogen for 1 hour. The reaction mixture is cooled to room temperature, acidified to ... Starting materials: C(C)(=O)[O-].C(C)(=O)[O-].C(C)(=O)[O-].ClC1=CC=C(C2=CC=C(C(=C2)C)[Pb+3])C=C1 (4′-Chloro-3-methylbiphen-4-yllead triacetate), Cl (hydrochloric acid), C(Cl)(Cl)Cl (chloroform), C1(=CC=CC=C1)C (toluene). Product: ClC1=CC=C(C2=CC=C(C(=C2)C)C2C(C3CCC(C2=O)C3)=O)C=C1 (3-(4′-chloro-3-methylbiphen-4-yl)bicyclo[3.2.1]octane-2,4-dione). The reactants are NCC12CC3(CC(CC(C1)C3)C2)C(=O)O (3-(aminomethyl)adamantane-1-carboxylic acid), CO (methanol), Cl (hydrogen chloride). The solvent is O1CCOCC1 (dioxane). Yields the product NCC12CC3(CC(CC(C1)C3)C2)C(=O)OC (Methyl 3-(aminomethyl)adamantane-1-carboxylate). Isolated yield 82.0%. RXN SMILES: [NH2:1][CH2:2][C:3]12[CH2:12][CH:7]3[CH2:8][CH:9]([CH2:11][C:5]([C:13]([OH:15])=[O:14])([CH2:6]3)[CH2:4]1)[CH2:10]2.Cl.[CH3:17]O>O1CCOCC1>[NH2:1][CH2:2][C:3]12[CH2:12][CH:7]3[CH2:8][CH:9]([CH2:11][C:5]([C:13]([O:15][CH3:17])=[O:14])([CH2:6]3)[CH2:4]1)[CH2:10]2. Procedure: 73 mg (0.30 mmol) of 3-(aminomethyl)adamantane-1-carboxylic acid were initially charged in 1.48 ml of methanol, and 1.48 ml of 4 N hydrogen chloride solution in dioxane were added. The mixture was stirred under reflux for 5 h. The mixture was concentrated by evaporation and the residue was admixed with saturated sodium hydrogencarbonate solution. The mixture was extracted three times with ethyl acetate, and the combined organic phases were dried over sodium sulphate and then concentrated by evap... Reactants: C(=O)(OCC1C2=CC=CC=C2C2=CC=CC=C12)N[C@@H](CC1=CC=CC2=CC=CC=C12)C(=O)O.N[C@@H](C(C)C)C(=O)OCC=C (Fmoc-3-(1-naphtyl)-L-alanine Val-OAllyl), N1CCCCC1 (piperidine). Solvent: C(Cl)Cl (CH2Cl2). Reaction conditions: time 45 minute. The product is C1(=CC=CC2=CC=CC=C12)C[C@H](N)C(=O)O.N[C@@H](C(C)C)C(=O)OCC=C (3-(1-naphtyl)-L-alanine Val-OAllyl). Yield: 91.7%. RXN SMILES: C([NH:18][C@H:19]([C:31]([OH:33])=[O:32])[CH2:20][C:21]1[C:30]2[C:25](=[CH:26][CH:27]=[CH:28][CH:29]=2)[CH:24]=[CH:23][CH:22]=1)(OCC1C2C(=CC=CC=2)C2C1=CC=CC=2)=O.[NH2:34][C@H:35]([C:39]([O:41][CH2:42][CH:43]=[CH2:44])=[O:40])[CH:36]([CH3:38])[CH3:37].N1CCCCC1>C(Cl)Cl>[C:21]1([CH2:20][C@@H:19]([C:31]([OH:33])=[O:32])[NH2:18])[C:30]2[C:25](=[CH:26][CH:27]=[CH:28][CH:29]=2)[CH:24]=[CH:23][CH:22]=1.[NH2:34][C@H:35]([C:39]([O:41][CH2:42][CH:43]=[CH2:44])=[O:40])[CH:36]([CH3:38])[CH3:37] |f:0.1,4.5|. Procedure details: Fmoc-3-(1-naphtyl)-L-alanine-Val-OAllyl (0.67 g, 1.16 mmol) was solvated in CH2Cl2 (5 mL) followed by addition of piperidine (0.920 mL). After 45 min, the mixture was evaporated to dryness and co-evaporated with CH2Cl2 (20 mL*2) followed with high vacuum (without heating) for 10 min to remove the excess of piperidine. The sample was purified on silica with a gradient of MeOH/CH2Cl2 (0 to 5%) to get 0.396 g of the desired compound. Reactants: CCOC(C)=O, CS(=O)(=O)c1ccc(-c2cc3c(cnn3C3CCCCO3)cc2Oc2ccc([N+](=O)[O-])cc2F)cc1. The product is CS(=O)(=O)c1ccc(-c2cc3c(cnn3C3CCCCO3)cc2Oc2ccc(N)cc2F)cc1. As a reaction SMILES: [CH3:37][CH2:38][O:39][C:40]([CH3:41])=[O:42].[F:1][c:2]1[c:3]([O:4][c:5]2[cH:6][c:7]3[cH:8][n:9][n:10]([CH:24]4[O:25][CH2:26][CH2:27][CH2:28][CH2:29]4)[c:11]3[cH:12][c:13]2-[c:14]2[cH:15][cH:16][c:17]([S:20](=[O:21])(=[O:22])[CH3:23])[cH:18][cH:19]2)[cH:30][cH:31][c:32]([N+:34]([O-:35])=[O:36])[cH:33]1>>[F:1][c:2]1[c:3]([O:4][c:5]2[cH:6][c:7]3[cH:8][n:9][n:10]([CH:24]4[O:25][CH2:26][CH2:27][CH2:28][CH2:29]4)[c:11]3[cH:12][c:13]2-[c:14]2[cH:15][cH:16][c:17]([S:20](=[O:21])(=[O:22])[CH3:23])[cH:18][cH:19]2)[cH:30][cH:31][c:32]([NH2:34])[cH:33]1. Starting materials: ClCCl, CN(C)C=O, O=C(O)C(CC1CCCC1)c1ccc(C#CCO)cc1, CCN(C(C)C)C(C)C, O=C(Cl)C(=O)Cl, Nc1nccs1. Product: O=C(Nc1nccs1)C(CC1CCCC1)c1ccc(C#CCO)cc1. RXN SMILES: [CH2:42]([Cl:43])[Cl:44].[CH3:45][N:46]([CH3:47])[CH:48]=[O:49].[CH:1]1([CH2:6][CH:7]([C:8](=[O:9])[OH:10])[c:11]2[cH:12][cH:13][c:14]([C:17]#[C:18][CH2:19][OH:20])[cH:15][cH:16]2)[CH2:2][CH2:3][CH2:4][CH2:5]1.[CH:33]([N:34]([CH2:35][CH3:36])[CH:37]([CH3:38])[CH3:39])([CH3:40])[CH3:41].[Cl:21][C:22]([C:23]([Cl:24])=[O:25])=[O:26].[NH2:27][c:28]1[s:29][cH:30][cH:31][n:32]1>>[CH:1]1([CH2:6][CH:7]([C:8](=[O:10])[NH:27][c:28]2[s:29][cH:30][cH:31][n:32]2)[c:11]2[cH:12][cH:13][c:14]([C:17]#[C:18][CH2:19][OH:20])[cH:15][cH:16]2)[CH2:2][CH2:3][CH2:4][CH2:5]1.